This data is from the Open Reaction Database (ORD), a public repository of structured organic reaction records. The task is: describe an organic reaction: reactants, conditions, products, and yield Starting materials: CO, CCOC(=O)CC1CCCc2nc(C(C)C)n(Cc3ccc(Cl)c(Cl)c3)c21, Cl, [Na+], [OH-]. Yields the product CC(C)c1nc2c(n1Cc1ccc(Cl)c(Cl)c1)C(CC(=O)O)CCC2. Reaction SMILES: [CH3:31][OH:32].[Cl:1][c:2]1[cH:3][c:4]([CH2:9][n:10]2[c:11]([CH:25]([CH3:26])[CH3:27])[n:12][c:13]3[c:14]2[CH:15]([CH2:19][C:20](=[O:21])[O:22][CH2:23][CH3:24])[CH2:16][CH2:17][CH2:18]3)[cH:5][cH:6][c:7]1[Cl:8].[ClH:30].[Na+:29].[OH-:28]>>[Cl:1][c:2]1[cH:3][c:4]([CH2:9][n:10]2[c:11]([CH:25]([CH3:26])[CH3:27])[n:12][c:13]3[c:14]2[CH:15]([CH2:19][C:20](=[O:21])[OH:22])[CH2:16][CH2:17][CH2:18]3)[cH:5][cH:6][c:7]1[Cl:8]. The reactants are ice, C(C1=CC=CC=C1)(=O)O[C@@H]1C[C@@H]2CC=C3[C@]45[C@H](C[C@H]([C@@H](CCCC(C)C)C)[C@]4(CC[C@@H]3[C@]2(CC1)C)C)O5 (3β-Benzoyloxy-14α,15α-epoxy-5α-cholest-7-ene), C(C)O (ethanol), S(O)(O)(=O)=O (sulfuric acid). The solvent is O (water). Reaction conditions: temperature 5 celsius. The product is O[C@@H]1C[C@@H]2CCC3=C4C(C[C@H]([C@@H](CCCC(C)C)C)[C@]4(CC[C@@H]3[C@]2(CC1)C)C)=O (3β-Hydroxy-5α-cholest-8(14)-ene-15-one). The yield is 146.8%. As a reaction SMILES: C([O:9][C@H:10]1[CH2:34][CH2:33][C@@:32]2([CH3:35])[C@@H:12]([CH2:13][CH:14]=[C:15]3[C@@H:31]2[CH2:30][CH2:29][C@@:28]2([CH3:36])[C@@:16]43[O:37][C@H:17]4[CH2:18][C@@H:19]2[C@H:20]([CH3:27])[CH2:21][CH2:22][CH2:23][CH:24]([CH3:26])[CH3:25])[CH2:11]1)(=O)C1C=CC=CC=1.C(O)C.S(=O)(=O)(O)O>O>[OH:9][C@H:10]1[CH2:34][CH2:33][C@@:32]2([CH3:35])[C@@H:12]([CH2:13][CH2:14][C:15]3[C@@H:31]2[CH2:30][CH2:29][C@@:28]2([CH3:36])[C:16]=3[C:17](=[O:37])[CH2:18][C@@H:19]2[C@H:20]([CH3:27])[CH2:21][CH2:22][CH2:23][CH:24]([CH3:26])[CH3:25])[CH2:11]1. Procedure: A mixture of 3β-benzoyloxy-14α,15α-epoxy-5α-cholest-7-ene (26, 12.0 g, 23.8 mmol), 95% ethanol (300 mL), and water (35 mL) was cooled to 5° C. in an ice water bath. To this solution was added, in portions of 5 mL, concentrated sulfuric acid (65.0 mL). After the addition (~5 min) the reaction mixture was heated under reflux for 22 h. Stirring must be effective to prevent clumping of the starting material. The clear reaction mixture was cooled to ambient temperature, then poured into ice (700 g). ... Starting materials: BrC=1C=C(C=CC1)NC(=NS(N)(=O)=O)N1[C@H](CN(CC1)C=1C2=C(N=CN1)NC=C2C)C ((S)—N-(3-bromophenyl)-2-methyl-4-(5-methyl-7H-pyrrolo[2,3-d]pyrimidin-4-yl)-N′-sulfamoylpiperazine-1-carboximidamide), COC(N(C)C)OC (N,N-dimethylformamide dimethyl acetal). Solvent: CO (MeOH). Reaction conditions: time 20 minute. The product is BrC=1C=C(C=CC1)NC(=NS(N=CN(C)C)(=O)=O)N1[C@H](CN(CC1)C=1C2=C(N=CN1)NC=C2C)C ((S)—N-(3-bromophenyl)-N′—(N-((dimethylamino)methylene)sulfamoyl)-2-methyl-4-(5-methyl-7H-pyrrolo[2,3-d]pyrimidin-4-yl)piperazine-1-carboximidamide). Isolated yield 13.0%. RXN SMILES: [Br:1][C:2]1[CH:3]=[C:4]([NH:8][C:9]([N:15]2[CH2:20][CH2:19][N:18]([C:21]3[C:22]4[C:29]([CH3:30])=[CH:28][NH:27][C:23]=4[N:24]=[CH:25][N:26]=3)[CH2:17][C@@H:16]2[CH3:31])=[N:10][S:11](=[O:14])(=[O:13])[NH2:12])[CH:5]=[CH:6][CH:7]=1.CO[CH:34](OC)[N:35]([CH3:37])[CH3:36]>CO>[Br:1][C:2]1[CH:3]=[C:4]([NH:8][C:9]([N:15]2[CH2:20][CH2:19][N:18]([C:21]3[C:22]4[C:29]([CH3:30])=[CH:28][NH:27][C:23]=4[N:24]=[CH:25][N:26]=3)[CH2:17][C@@H:16]2[CH3:31])=[N:10][S:11](=[O:14])(=[O:13])[N:12]=[CH:34][N:35]([CH3:37])[CH3:36])[CH:5]=[CH:6][CH:7]=1. Reported procedure: Crude (S)—N-(3-bromophenyl)-2-methyl-4-(5-methyl-7H-pyrrolo[2,3-d]pyrimidin-4-yl)-N′-sulfamoylpiperazine-1-carboximidamide from Example 20, step C, (˜25 mg, 0.068 mmol) was dissolved in MeOH (0.5 ml) and N,N-dimethylformamide dimethyl acetal (7 μl) added. The mixture was stirred at room temperature for 20 minutes and then concentrated. The mixture was purified by preparative HPLC to afford the desired compound (5 mg, 0.0088 mmol, 13%) as a white solid. Starting materials: Cl.CC=1N=C(SC1)NC1=NC=CC=C1OCC=1C=C(C=CC1)O (3-((2-(4-methylthiazol-2-ylamino)pyridin-3-yloxy)methyl)phenol hydrochloride), C([O-])([O-])=O.[K+].[K+] (potassium carbonate), BrCC(=O)OC(C)(C)C (tert-butyl 2-bromoacetate), O (water). The solvent is CN(C)C=O (DMF). Reaction conditions: time 3 hour. Product: CC=1N=C(SC1)NC1=NC=CC=C1OCC=1C=C(OCC(=O)OC(C)(C)C)C=CC1 (tert-butyl 2-(3-((2-(4-methylthiazol-2-ylamino)pyridin-3-yloxy)methyl)phenoxy)acetate). The yield is 55.4%. As a reaction SMILES: Cl.[CH3:2][C:3]1[N:4]=[C:5]([NH:8][C:9]2[C:14]([O:15][CH2:16][C:17]3[CH:18]=[C:19]([OH:23])[CH:20]=[CH:21][CH:22]=3)=[CH:13][CH:12]=[CH:11][N:10]=2)[S:6][CH:7]=1.C(=O)([O-])[O-].[K+].[K+].Br[CH2:31][C:32]([O:34][C:35]([CH3:38])([CH3:37])[CH3:36])=[O:33].O>CN(C=O)C>[CH3:2][C:3]1[N:4]=[C:5]([NH:8][C:9]2[C:14]([O:15][CH2:16][C:17]3[CH:18]=[C:19]([CH:20]=[CH:21][CH:22]=3)[O:23][CH2:31][C:32]([O:34][C:35]([CH3:38])([CH3:37])[CH3:36])=[O:33])=[CH:13][CH:12]=[CH:11][N:10]=2)[S:6][CH:7]=1 |f:0.1,2.3.4|. Procedure details: 3-((2-(4-Methylthiazol-2-ylamino)pyridin-3-yloxy)methyl)phenol (prepared according to Example 22; 900 mg, 2.87 mmol), potassium carbonate (992 mg, 7.18 mmol), and tert-butyl 2-bromoacetate (0.424 mL, 2.87 mmol) were added to a 100 mL round bottom flask and dissolved in DMF (10 mL). The reaction mixture was stirred for 3 hours, then water (90 mL) was added and the reaction mixture was stirred at room temperature for 1 hour. The resultant solids were filtered and purified over silica gel (20% ethy... The reactants are N([C@@H](CC(C)C)C(=O)O)C(=O)OCC1=CC=CC=C1 (Z-Leu), Pd--C, C1=CCCCC1 (cyclohexene). The solvent is CO (methanol). Yields the product N[C@@H](CC(C)C)C(=O)O (Leu), ( 5 ). RXN SMILES: [NH:1](C(OCC1C=CC=CC=1)=O)[C@H:2]([C:7]([OH:9])=[O:8])[CH2:3][CH:4]([CH3:6])[CH3:5].C1CCCCC=1>CO>[NH2:1][C@H:2]([C:7]([OH:9])=[O:8])[CH2:3][CH:4]([CH3:6])[CH3:5]. Reported procedure: Dov-Leu-Dil-OBut (5) was prepared as follows: A solution of Z-Leu-Dil-OBut (3, 2.22 mM) was dissolved in anhydrous methanol (10 mL) and cyclohexene (10 mL) was added in a nitrogen atmosphere. To the solution was added 5% Pd--C (1.15 g) and the mixture was heated at reflux for 6 minutes. The catalyst was removed by filtering through a layer of celite, the solvent removed under reduced pressure, and the residue dried in high vacuum for 2 hours. Starting materials: CCCn1cc(C(=O)O)c(=O)c2cnc(SC)nc21, CS(C)=O, C1CNCCN1, O, O, O, O, O, O. Yields the product CCCn1cc(C(=O)O)c(=O)c2cnc(N3CCNCC3)nc21. Reaction SMILES: [CH3:1][S:2][c:3]1[n:4][cH:5][c:6]2[c:7]([n:8]1)[n:9]([CH2:17][CH2:18][CH3:19])[cH:10][c:11]([C:14](=[O:15])[OH:16])[c:12]2=[O:13].[CH3:32][S:33]([CH3:34])=[O:35].[NH:26]1[CH2:27][CH2:28][NH:29][CH2:30][CH2:31]1.[OH2:20].[OH2:21].[OH2:22].[OH2:23].[OH2:24].[OH2:25]>>[c:3]1([N:26]2[CH2:27][CH2:28][NH:29][CH2:30][CH2:31]2)[n:4][cH:5][c:6]2[c:7]([n:8]1)[n:9]([CH2:17][CH2:18][CH3:19])[cH:10][c:11]([C:14](=[O:15])[OH:16])[c:12]2=[O:13].